From a dataset of the Open Reaction Database (ORD), a public repository of structured organic reaction records. describe an organic reaction: reactants, conditions, products, and yield Reactants: [Cl-].[Al+3].[Cl-].[Cl-] (aluminum chloride), FC1=CC=C(C(Br)Br)C=C1 (4-fluorobenzalbromide), ice, Cl (hydrochloric acid), O (water), FC1=CC=C(C=C1)C (4-fluorotoluene), α, α'-azoisobutyronitrile, BrBr (bromine), BrBr (bromine). Reagents/catalysts: [Cl-].[Zn+2].[Cl-] (zinc chloride). The solvent is ClCCCl (1,2-dichloroethane). Run at temperature 110 celsius, time 16 hour. The product is BrC=1C=C(C=O)C=CC1F (3-bromo-4-fluorobenzaldehyde). The yield is 45.0%. RXN SMILES: [F:1][C:2]1[CH:7]=[CH:6][C:5]([CH3:8])=[CH:4][CH:3]=1.BrBr.FC1C=CC(C(Br)[Br:17])=CC=1.[Cl-].[Al+3].[Cl-].[Cl-].Cl.[OH2:26]>[Cl-].[Zn+2].[Cl-].ClCCCl>[Br:17][C:3]1[CH:4]=[C:5]([CH:6]=[CH:7][C:2]=1[F:1])[CH:8]=[O:26] |f:3.4.5.6,9.10.11|. Procedure: 250 g (2.27 mols) of 4-fluorotoluene are added to 1.25 g (7.61 mmols) of α, α'-azoisobutyronitrile and heated to a temperature of 110° C. In the course of 4 hours, 725 g (4.54 mols) of bromine are added dropwise while raising the temperature of the reaction mixture to 145° C. 1.25 g (9.17 mmols) of zinc chloride are added to the mixture substantially consisting of 4-fluorobenzalbromide, and subsequently 40 g of water are added within 6 hours. After cooling to a temperature of 80° C. and addition... Starting materials: OCC(C(=O)OC)(C)C (methyl 3-hydroxy-2,2-dimethylpropanoate), ClC1=C(CN)C=CC=C1 (2-chlorobenzylamine), C[Al](C)C (trimethylaluminum). The solvent is C1(=CC=CC=C1)C (toluene). Reaction conditions: temperature 80 celsius, time 2 hour. Product: ClC1=C(CNC(C(CO)(C)C)=O)C=CC=C1 (N-(2-chlorobenzyl)-3-hydroxy-2,2-dimethylpropanamide). Isolated yield 84.9%. Reaction SMILES: [OH:1][CH2:2][C:3]([CH3:9])([CH3:8])[C:4](OC)=[O:5].[Cl:10][C:11]1[CH:18]=[CH:17][CH:16]=[CH:15][C:12]=1[CH2:13][NH2:14].C[Al](C)C>C1(C)C=CC=CC=1>[Cl:10][C:11]1[CH:18]=[CH:17][CH:16]=[CH:15][C:12]=1[CH2:13][NH:14][C:4](=[O:5])[C:3]([CH3:9])([CH3:8])[CH2:2][OH:1]. Procedure details: To a solution of methyl 3-hydroxy-2,2-dimethylpropanoate (1 g, 7.31 mmol) and 2-chlorobenzylamine (1 mL, 8.75 mmol, 1.2 equiv.) in toluene (7 mL) was added trimethylaluminum (2 M in hexane, 5.4 mL, 10.8 mmol, 1.5 equiv.). The reaction mixture was stirred at 80° C. for 2 h. The reaction mixture was quenched with saturated NaHCO3. The resulting mixture was extracted with EtOAc. The organic layer was dried over Na2SO4 and concentrated to give N-(2-chlorobenzyl)-3-hydroxy-2,2-dimethylpropanamide (1.... Reactants: FC1(C(C1)(C(=O)O)C)F (2,2-difluoro-1-methylcyclopropanecarboxylic acid), S(=O)(Cl)Cl (thionyl chloride), S(=O)(Cl)Cl (thionyl chloride). Yields the product FC1(C(C1)(C(=O)Cl)C)F (2,2-difluoro-1-methyl-cyclopropanecarbonyl chloride). Isolated yield 77.0%. As a reaction SMILES: [F:1][C:2]1([F:9])[CH2:4][C:3]1([CH3:8])[C:5](O)=[O:6].S(Cl)([Cl:12])=O>>[F:1][C:2]1([F:9])[CH2:4][C:3]1([CH3:8])[C:5]([Cl:12])=[O:6]. Procedure details: A mixture of 250 g (1.8 mol) of 2,2-difluoro-1-methylcyclopropanecarboxylic acid and 700 ml of thionyl chloride is slowly heated in a distillation apparatus, during which process excess thionyl chloride distills over first and the desired product later. In this manner, 215 g (77% of theory) of 2,2-difluoro-1-methyl-cyclopropanecarbonyl chloride are obtained in form of a liquid of boiling point 121°-122° C. ##STR56## The reactants are COCCOC, O=C(Nc1ccc(I)cc1)c1nnc(Nc2ccccc2F)o1, [K+], [K+], [K+], O, O=P([O-])([O-])[O-], OB(O)c1ccccc1. The product is O=C(Nc1ccc(-c2ccccc2)cc1)c1nnc(Nc2ccccc2F)o1. RXN SMILES: [CH3:41][O:42][CH2:43][CH2:44][O:45][CH3:46].[I:1][c:2]1[cH:3][cH:4][c:5]([NH:8][C:9](=[O:10])[c:11]2[o:12][c:13]([NH:16][c:17]3[c:18]([F:23])[cH:19][cH:20][cH:21][cH:22]3)[n:14][n:15]2)[cH:6][cH:7]1.[K+:38].[K+:39].[K+:40].[OH2:47].[P:33]([O-:34])([O-:35])([O-:36])=[O:37].[c:24]1([B:30]([OH:31])[OH:32])[cH:25][cH:26][cH:27][cH:28][cH:29]1>>[c:2]1(-[c:24]2[cH:25][cH:26][cH:27][cH:28][cH:29]2)[cH:3][cH:4][c:5]([NH:8][C:9](=[O:10])[c:11]2[o:12][c:13]([NH:16][c:17]3[c:18]([F:23])[cH:19][cH:20][cH:21][cH:22]3)[n:14][n:15]2)[cH:6][cH:7]1.